Task: describe an organic reaction: reactants, conditions, products, and yield. Dataset: the Open Reaction Database (ORD), a public repository of structured organic reaction records Reactants: C[C@@H]1NC[C@H](NC1)C (trans-2,5 dimethylpiperazine), C(C1=CC=CC=C1)Br (benzylbromide). Solvent: C(C)O (ethanol). Conditions: time 12 hour. The product is C(C1=CC=CC=C1)N1[C@H](CN[C@@H](C1)C)C (1-benzyl-trans-2,5-dimethylpiperazine). RXN SMILES: [CH3:1][C@H:2]1[CH2:7][NH:6][C@H:5]([CH3:8])[CH2:4][NH:3]1.[CH2:9](Br)[C:10]1[CH:15]=[CH:14][CH:13]=[CH:12][CH:11]=1>C(O)C>[CH2:9]([N:3]1[CH2:4][C@@H:5]([CH3:8])[NH:6][CH2:7][C@@H:2]1[CH3:1])[C:10]1[CH:15]=[CH:14][CH:13]=[CH:12][CH:11]=1. Reported procedure: 50 g trans-2,5 dimethylpiperazine was dissolved in 300 mL ethanol and treated with 26.36 mL (½ equivalents) benzylbromide. The mixture was stirred at room temperature for 12 hours and concentrated. The residue was taken up in ethyl acetate and washed with 10% aqueous sodium bicarbonate and saturated sodium chloride; dried over anhydrous magnesium sulfate and concentrated to give crude 1-benzyl-trans-2,5-dimethylpiperazine, as an oil. Starting materials: OC1=CC=C(C=C1)C=1NC=C(N1)C=1SC=CC1 (2-(p-hydroxyphenyl)-4-(2-thienyl)imidazole), [H-].[Na+] (sodium hydride), O (H2O), CS(=O)(=O)O.CC1(OCC(O1)CO)C (2,2-dimethyl-4-(hydroxymethyl)-1,3-dioxolane methanesulfonate), ( I ). Run in CN(C=O)C (dimethylformamide), CN(C=O)C (dimethylformamide), CN(C=O)C (dimethylformamide). Conditions: temperature 80 celsius, time 0.5 hour. Product: N1C(=NC=C1)C1=CC=C(OCC2CO2)C=C1 (3-[p-(2-Imidazolyl)phenoxy]-1,2-epoxypropane). Reaction SMILES: [OH:1][C:2]1[CH:7]=[CH:6][C:5]([C:8]2[NH:9][CH:10]=[C:11](C3SC=CC=3)[N:12]=2)=[CH:4][CH:3]=1.[H-].[Na+].CS(O)(=O)=O.C[C:26]1(C)[O:30][CH:29]([CH2:31]O)CO1.O>CN(C)C=O>[NH:9]1[CH:10]=[CH:11][N:12]=[C:8]1[C:5]1[CH:4]=[CH:3][C:2]([O:1][CH2:31][CH:29]2[O:30][CH2:26]2)=[CH:7][CH:6]=1 |f:1.2,3.4|. Reported procedure: A solution of 2-(p-hydroxyphenyl)-4-(2-thienyl)imidazole (19.5 g, 0.08 m) in dimethylformamide (65 ml) is added to a stirred suspension of sodium hydride (4.8 g, 0.10 m, 50% dispersion in mineral oil) in dimethylformamide (20 ml) at 80° C. After stirring at 80° C. for 0.5 hours, a solution of 2,2-dimethyl-4-(hydroxymethyl)-1,3-dioxolane methanesulfonate, (I) (16.82 g, 0.08 m) in dimethylformamide (20 ml) is added rapidly and the mixture is stirred under nitrogen at 80° C. for 17 hours. The react... Solvent: C1(=CC=CC=C1)C (toluene). Reaction conditions: temperature 80 celsius. Yields the product ClC=1C=C(C=CC1Cl)C1CN(CC2=CC(=CC=C12)C1=CC=C(C=C1)S(=O)(=O)C)C (4-(3,4-dichlorophenyl)-2-methyl-7-(4-(methylsulfonyl)phenyl)-1,2,3,4-tetrahydroisoquinoline). Yield: 23.7%. Starting materials: FC(S(=O)(=O)OC1=CC=C2C(CN(CC2=C1)C)C1=CC(=C(C=C1)Cl)Cl)(F)F (4-(3,4-dichlorophenyl)-2-methyl-1,2,3,4-tetrahydroisoquinolin-7-yl trifluoromethanesulfonate), CS(=O)(=O)C1=CC=C(C=C1)B(O)O (4-(methylsulfonyl)phenylboronic acid), [Br-].[K+] (potassium bromide), [OH-].[K+] (potassium hydroxide). Reagents/catalysts: C=1C=CC(=CC1)[P](C=2C=CC=CC2)(C=3C=CC=CC3)[Pd]([P](C=4C=CC=CC4)(C=5C=CC=CC5)C=6C=CC=CC6)([P](C=7C=CC=CC7)(C=8C=CC=CC8)C=9C=CC=CC9)[P](C=1C=CC=CC1)(C=1C=CC=CC1)C=1C=CC=CC1 (tetrakis(triphenylphosphine)palladium). As a reaction SMILES: FC(F)(F)S(O[C:7]1[CH:16]=[C:15]2[C:10]([CH:11]([C:18]3[CH:23]=[CH:22][C:21]([Cl:24])=[C:20]([Cl:25])[CH:19]=3)[CH2:12][N:13]([CH3:17])[CH2:14]2)=[CH:9][CH:8]=1)(=O)=O.[CH3:28][S:29]([C:32]1[CH:37]=[CH:36][C:35](B(O)O)=[CH:34][CH:33]=1)(=[O:31])=[O:30].[Br-].[K+].[OH-].[K+]>C1(C)C=CC=CC=1.C1C=CC([P]([Pd]([P](C2C=CC=CC=2)(C2C=CC=CC=2)C2C=CC=CC=2)([P](C2C=CC=CC=2)(C2C=CC=CC=2)C2C=CC=CC=2)[P](C2C=CC=CC=2)(C2C=CC=CC=2)C2C=CC=CC=2)(C2C=CC=CC=2)C2C=CC=CC=2)=CC=1>[Cl:25][C:20]1[CH:19]=[C:18]([CH:11]2[C:10]3[C:15](=[CH:16][C:7]([C:35]4[CH:36]=[CH:37][C:32]([S:29]([CH3:28])(=[O:31])=[O:30])=[CH:33][CH:34]=4)=[CH:8][CH:9]=3)[CH2:14][N:13]([CH3:17])[CH2:12]2)[CH:23]=[CH:22][C:21]=1[Cl:24] |f:2.3,4.5,^1:55,57,76,95|. Reported procedure: A mixture of 4-(3,4-dichlorophenyl)-2-methyl-1,2,3,4-tetrahydroisoquinolin-7-yl trifluoromethanesulfonate (300 mg, 0.68 mmol) from Step G of Example 11, 4-(methylsulfonyl)phenylboronic acid (176 mg, 0.88 mmol), potassium bromide (243 mg, 2.04 mmol) and potassium hydroxide (114 mg, 2.04 mmol) in toluene (7 mL) was degassed with argon and then tetrakis(triphenylphosphine)palladium (0) (35 mg, 0.03 mmol) was added. The mixture was degassed again and then heated to 80° C. for 3 hours. The mixture wa... RXN SMILES: [F:1][C:2]([F:28])([O:7][C:8]1[CH:27]=[CH:26][C:11]([O:12][CH:13]2[CH2:18][CH2:17][N:16](C(OC(C)(C)C)=O)[CH2:15][CH2:14]2)=[CH:10][CH:9]=1)[C:3]([F:6])([F:5])[F:4].[ClH:29]>O1CCOCC1>[ClH:29].[F:28][C:2]([F:1])([O:7][C:8]1[CH:9]=[CH:10][C:11]([O:12][CH:13]2[CH2:18][CH2:17][NH:16][CH2:15][CH2:14]2)=[CH:26][CH:27]=1)[C:3]([F:6])([F:5])[F:4] |f:3.4|. Run in O1CCOCC1 (1,4-dioxane). Starting materials: FC(C(F)(F)F)(OC1=CC=C(OC2CCN(CC2)C(=O)OC(C)(C)C)C=C1)F (tert-butyl 4-[4-(pentafluoroethoxy)phenoxy]piperidine-1-carboxylate), Cl (HCl). Yields the product Cl.FC(C(F)(F)F)(OC1=CC=C(OC2CCNCC2)C=C1)F (4-[4-(pentafluoroethoxy)phenoxy]piperidine hydrochloride). Procedure: tert-butyl 4-[4-(pentafluoroethoxy)phenoxy]piperidine-1-carboxylate (3.8 g) was stirred in 4.0M HCl in 1,4-dioxane (50 mL) for 1 hour. The solvent was removed the resulting solid triturated with diethyl ether (50 mL), filtered and washed with diethyl ether (2×50 mL) to yield 4-[4-(pentafluoroethoxy)phenoxy]piperidine hydrochloride as a white solid (2.9 g) NMR Spectrum: (CDCl3) 2.1 (m, 2H), 2.3 (m, 2H), 3.3 (m, 4H), 4.6.(s, 1H), 6.9 (m, 2H), 7.2 (m, 2H), 9.8 (broad, 1H); Mass Spectrum: M−H− 312 Reactants: Cn1c(CO)cc2cccc(F)c21, C1COCCO1. The product is Cn1c(C=O)cc2cccc(F)c21. As a reaction SMILES: [F:1][c:2]1[cH:3][cH:4][cH:5][c:6]2[cH:7][c:8]([CH2:12][OH:13])[n:9]([CH3:11])[c:10]12.[O:14]1[CH2:15][CH2:16][O:17][CH2:18][CH2:19]1>>[F:1][c:2]1[cH:3][cH:4][cH:5][c:6]2[cH:7][c:8]([CH:12]=[O:13])[n:9]([CH3:11])[c:10]12.